From a dataset of the Open Reaction Database (ORD), a public repository of structured organic reaction records. describe an organic reaction: reactants, conditions, products, and yield The reactants are [Si](C1=CC=CC=C1)(C1=CC=CC=C1)(C(C)(C)C)O[C@@H]1[C@H]2CC([C@@H](C1)C2)=O ((1R,4R,5S)-5-(tert-butyldiphenylsilyloxy)bicyclo[2.2.1]heptan-2-one), CCC([BH-](C(CC)C)C(CC)C)C.[Li+] (L-Selectride). Solvent: C1CCOC1 (THF). Run at temperature -78 celsius, time 3 hour. Product: [Si](C1=CC=CC=C1)(C1=CC=CC=C1)(C(C)(C)C)O[C@@H]1[C@H]2C[C@H]([C@@H](C1)C2)O ((1R,2R,4R,5S)-5-(tert-Butyldiphenylsilyloxy)bicyclo[2.2.1]heptan-2-ol). RXN SMILES: [Si:1]([O:18][C@H:19]1[CH2:24][C@H:23]2[CH2:25][C@@H:20]1[CH2:21][C:22]2=[O:26])([C:14]([CH3:17])([CH3:16])[CH3:15])([C:8]1[CH:13]=[CH:12][CH:11]=[CH:10][CH:9]=1)[C:2]1[CH:7]=[CH:6][CH:5]=[CH:4][CH:3]=1.CCC(C)[BH-](C(C)CC)C(C)CC.[Li+]>C1COCC1>[Si:1]([O:18][C@H:19]1[CH2:24][C@H:23]2[CH2:25][C@@H:20]1[CH2:21][C@H:22]2[OH:26])([C:14]([CH3:17])([CH3:15])[CH3:16])([C:8]1[CH:13]=[CH:12][CH:11]=[CH:10][CH:9]=1)[C:2]1[CH:7]=[CH:6][CH:5]=[CH:4][CH:3]=1 |f:1.2|. Reported procedure: To a solution of (1R,4R,5S)-5-(tert-butyldiphenylsilyloxy)bicyclo[2.2.1]heptan-2-one (5.75 g, 15.8 mmol) in THF (15.0 mL) was added dropwise to L-Selectride (1.0 M solution in THF, 31.5 ml, 31.5 mmol) at −78° C. under nitrogen. The resulting mixture was stirred at −78° C. for 3 h, then quenched with tris-HCl (1M, PH 7.0 at 25° C.). The mixture was warmed to ambient temp. and partitioned between EtOAc and Tris-HCl. The combined organic portions were washed with brine, and conc. in vacuo. The resi... Reactants: OC1=C(C=O)C=C(C=C1)OC (2-Hydroxy-5-methoxybenzaldehyde), [H-].[Na+] (sodium hydride), CN(CCCCl)C (3-dimethylaminopropyl chloride), C1(=CC=CC=C1)C (toluene). Solvent: CN(C=O)C (dimethylformamide). Product: CN(CCCOC1=C(C=O)C=C(C=C1)OC)C (2-[3-(Dimethylamino)propoxy]-5-methoxybenzaldehyde). RXN SMILES: [OH:1][C:2]1[CH:9]=[CH:8][C:7]([O:10][CH3:11])=[CH:6][C:3]=1[CH:4]=[O:5].[H-].[Na+].C1(C)C=CC=CC=1.[CH3:21][N:22]([CH3:27])[CH2:23][CH2:24][CH2:25]Cl>CN(C)C=O>[CH3:21][N:22]([CH3:27])[CH2:23][CH2:24][CH2:25][O:1][C:2]1[CH:9]=[CH:8][C:7]([O:10][CH3:11])=[CH:6][C:3]=1[CH:4]=[O:5] |f:1.2|. Procedure: 2-Hydroxy-5-methoxybenzaldehyde (31.2 g) in 170 ml of dimethylformamide is treated first with 10.1 g of 50% sodium hydride, then with 160 ml of a 2N toluene solution of 3-dimethylaminopropyl chloride, following the procedure described in Example 1A, yielding 34.1 g of the title compound, boiling point 149°-155° C. at 0.2-0.3 mm of Hg. The reactants are CC(C)(C)c1ccc(C(=O)Cl)cc1, OCCC1(c2ccc(Cl)c(Cl)c2)CCNC1. Product: CC(C)(C)c1ccc(C(=O)N2CCC(CCO)(c3ccc(Cl)c(Cl)c3)C2)cc1. Reaction SMILES: [C:17]([CH3:18])([CH3:19])([CH3:20])[c:21]1[cH:22][cH:23][c:24]([C:25](=[O:26])[Cl:27])[cH:28][cH:29]1.[Cl:1][c:2]1[cH:3][c:4]([C:9]2([CH2:14][CH2:15][OH:16])[CH2:10][NH:11][CH2:12][CH2:13]2)[cH:5][cH:6][c:7]1[Cl:8]>>[Cl:1][c:2]1[cH:3][c:4]([C:9]2([CH2:14][CH2:15][OH:16])[CH2:10][N:11]([C:25]([c:24]3[cH:23][cH:22][c:21]([C:17]([CH3:18])([CH3:19])[CH3:20])[cH:29][cH:28]3)=[O:26])[CH2:12][CH2:13]2)[cH:5][cH:6][c:7]1[Cl:8]. Reactants: C[Si](C)(C)[N-][Si](C)(C)C.[K+] (potassium bis(trimethylsilyl)amide), BrC=1C=NC=CC1 (3-bromopyridine), ClC1=C(C=C(C=C1)NC1=NN=C(O1)C1=CC=C(C=C1)O)C(F)(F)F (4-(5-{[4-chloro-3-(trifluoromethyl)-phenyl]amino}-1,3,4-oxadiazol-2-yl)phenol), C(=O)([O-])[O-].[K+].[K+] (K2CO3). The solvent is CN(C)C=O (DMF), CO (MeOH). Conditions: temperature 80 celsius. Yields the product FC(C(=O)O)(F)F.ClC1=C(C=C(C=C1)NC=1OC(=NN1)C1=CC=C(C=C1)OC=1C=NC=CC1)C(F)(F)F (N-[4-chloro-3-(trifluoromethyl)phenyl]-5-[4-(pyridin-3-yloxy)phenyl]-1,3,4-oxadiazol-2-amine trifluoroacetate salt). Yield: 26.9%. RXN SMILES: [Cl:1][C:2]1[CH:7]=[CH:6][C:5]([NH:8][C:9]2[O:13][C:12]([C:14]3[CH:19]=[CH:18][C:17]([OH:20])=[CH:16][CH:15]=3)=[N:11][N:10]=2)=[CH:4][C:3]=1[C:21]([F:24])([F:23])[F:22].C[Si]([N-][Si](C)(C)C)(C)C.[K+].[C:35]([O-:38])([O-])=[O:36].[K+].[K+].Br[C:42]1[CH:43]=[N:44][CH:45]=[CH:46][CH:47]=1>CN(C=O)C.CO>[F:22][C:21]([F:24])([F:23])[C:35]([OH:38])=[O:36].[Cl:1][C:2]1[CH:7]=[CH:6][C:5]([NH:8][C:9]2[O:13][C:12]([C:14]3[CH:15]=[CH:16][C:17]([O:20][C:42]4[CH:43]=[N:44][CH:45]=[CH:46][CH:47]=4)=[CH:18][CH:19]=3)=[N:11][N:10]=2)=[CH:4][C:3]=1[C:21]([F:22])([F:23])[F:24] |f:1.2,3.4.5,9.10|. Procedure details: 4-(5-{[4-chloro-3-(trifluoromethyl)-phenyl]amino}-1,3,4-oxadiazol-2-yl)phenol (100 mg, 0.281 mmol) was dissolved in ca. 2 mL of anhydrous DMF under argon. Solid potassium bis(trimethylsilyl)amide (140.2 mg, 0.702 mmol) was added and the resulting yellow solution was heated at 80° C. for 15 min. Then solid K2CO3 (19.4 mg, 0.140 mmol) was added, followed by 3-bromopyridine (89.0 mg, 0.562 mmol). The reaction mixture was microwaved at 250° C. for 10 min. Then it was diluted with 1 mL of MeOH, filte... Starting materials: CCCCCCBr, Cc1ccccc1, c1ccc(P(c2ccccc2)c2ccccc2)cc1. Product: [Br-], CCCCCC[P+](c1ccccc1)(c1ccccc1)c1ccccc1. RXN SMILES: [CH2:1]([CH2:2][CH2:3][CH2:4][CH2:5][CH3:6])[Br:7].[CH3:27][c:28]1[cH:29][cH:30][cH:31][cH:32][cH:33]1.[c:8]1([P:14]([c:15]2[cH:16][cH:17][cH:18][cH:19][cH:20]2)[c:21]2[cH:22][cH:23][cH:24][cH:25][cH:26]2)[cH:9][cH:10][cH:11][cH:12][cH:13]1>>[Br-:7].[CH2:1]([CH2:2][CH2:3][CH2:4][CH2:5][CH3:6])[P+:14]([c:8]1[cH:9][cH:10][cH:11][cH:12][cH:13]1)([c:15]1[cH:16][cH:17][cH:18][cH:19][cH:20]1)[c:21]1[cH:22][cH:23][cH:24][cH:25][cH:26]1. Starting materials: O=C(Cl)c1ccccc1, CCOC(C)=O, C1NCC2CSCC1C2, ClCCl, [Na+], [OH-], O. The product is O=C(c1ccccc1)N1CC2CSCC(C2)C1. RXN SMILES: [C:12]([c:13]1[cH:14][cH:15][cH:16][cH:17][cH:18]1)(=[O:19])[Cl:20].[CH3:21][CH2:22][O:23][C:24](=[O:25])[CH3:26].[CH:3]12[CH2:4][S:5][CH2:6][CH:7]([CH2:8][NH:9][CH2:10]1)[CH2:11]2.[Cl:28][CH2:29][Cl:30].[Na+:2].[OH-:1].[OH2:27]>>[CH:3]12[CH2:4][S:5][CH2:6][CH:7]([CH2:8][N:9]([C:12]([c:13]3[cH:14][cH:15][cH:16][cH:17][cH:18]3)=[O:19])[CH2:10]1)[CH2:11]2. Reported procedure: To the solution of (2-bromophenyl)acetonitrile (1.05 g, 5.38 mmol) in THF (20 mL) at 0° C. was added L DS (5.9 mL, 1.0 M). The mixture was stirred at 0° C. for 30 min followed by the addition of a solution of 3-[chloro(pyridin-3-yl)methyl]pyridine (1.1 g, 5.38 mmol) in THF (5 mL). The mixture was stirred at 0° C. for 2 h and the reaction was quenched with water (20 mL) and extracted with CH2Cl2. The combined organic layer was dried, filtered, and concentrated to give a solid. The solid was purif... Solvent: C1CCOC1 (THF), C1CCOC1 (THF). As a reaction SMILES: [Br:1][C:2]1[CH:7]=[CH:6][CH:5]=[CH:4][C:3]=1[CH2:8][C:9]#[N:10].Cl[CH:12]([C:19]1[CH:20]=[N:21][CH:22]=[CH:23][CH:24]=1)[C:13]1[CH:14]=[N:15][CH:16]=[CH:17][CH:18]=1>C1COCC1>[Br:1][C:2]1[CH:7]=[CH:6][CH:5]=[CH:4][C:3]=1[CH:8]([CH:12]([C:19]1[CH:20]=[N:21][CH:22]=[CH:23][CH:24]=1)[C:13]1[CH:14]=[N:15][CH:16]=[CH:17][CH:18]=1)[C:9]#[N:10]. Reaction conditions: temperature 0 celsius, time 30 minute. Starting materials: BrC1=C(C=CC=C1)CC#N ((2-bromophenyl)acetonitrile), ClC(C=1C=NC=CC1)C=1C=NC=CC1 (3-[chloro(pyridin-3-yl)methyl]pyridine). The product is BrC1=C(C=CC=C1)C(C#N)C(C=1C=NC=CC1)C=1C=NC=CC1 (2-(2-bromophenyl)-3,3-dipyridin-3-ylpropanenitrile). The reactants are COC1=CC=2CCCCC2C=C1Br (3-bromo-5,6,7,8-tetrahydronaphthalen-2-yl methyl ether), C(CCC)[Li] (n-butyl lithium), C(C)OB(OCC)OCC (triethylborate). Conditions: temperature -78 celsius, time 20 minute. Yields the product COC=1C(=CC=2CCCCC2C1)B(O)O (3-methoxy-5,6,7,8-tetrahydronaphthalen-2-ylboronic acid). Yield: 106.7%. Reaction SMILES: [CH3:1][O:2][C:3]1[C:12](Br)=[CH:11][C:10]2[CH2:9][CH2:8][CH2:7][CH2:6][C:5]=2[CH:4]=1.C([Li])CCC.C([O:21][B:22](OCC)[O:23]CC)C>>[CH3:1][O:2][C:3]1[C:12]([B:22]([OH:23])[OH:21])=[CH:11][C:10]2[CH2:9][CH2:8][CH2:7][CH2:6][C:5]=2[CH:4]=1. Procedure: A 10 mL round bottom flask was charged with 3-bromo-5,6,7,8-tetrahydronaphthalen-2-yl methyl ether (560 mg, 2.32 mmol) and dried under high vacuum for 18 hours. The aryl bromide was diluted with THF (3.5 mL) and cooled to −78° C. with a dry ice/acetone bath. After 20 minutes, n-butyl lithium (2.5 M in hexane, 1.02 mL, 2.55 mmol) was added semi-drop wise. The reaction was kept at −78° C. for another hour before triethylborate (0.435 mL, 2.55 mmol) was added semi-drop wise and stirred at −78° C. f... The reactants are CC(=CCOCC(CN1C(=NC=C1)[N+](=O)[O-])O)C (2-hydroxy-3-(2 -nitro-1H-imidazol-1-yl)propyl dimethylallyl ether), N(=O)OCCC(C)C (isoamyl nitrite), Cl (hydrochloric acid). The solvent is ether-ethanol. Product: ClC(C(COCC(CN1C(=NC=C1)[N+](=O)[O-])O)N=O)(C)C (3-chloro-1-[2-hydroxy-3-(2-nitro-1H-imidazol-1-yl]propoxy]-3-methyl-2-nitrosobutane). As a reaction SMILES: [CH3:1][C:2]([CH3:18])=[CH:3][CH2:4][O:5][CH2:6][CH:7]([OH:17])[CH2:8][N:9]1[CH:13]=[CH:12][N:11]=[C:10]1[N+:14]([O-:16])=[O:15].[N:19]([O:21]CCC(C)C)=O.[ClH:27]>>[Cl:27][C:2]([CH3:18])([CH3:1])[CH:3]([N:19]=[O:21])[CH2:4][O:5][CH2:6][CH:7]([OH:17])[CH2:8][N:9]1[CH:13]=[CH:12][N:11]=[C:10]1[N+:14]([O-:16])=[O:15]. Procedure: To a cooled (0°-5° C.) stirred slurry of 1-[2-hydroxy-3-(2 -nitro-1H-imidazol-1-yl)propyl dimethylallyl ether (7.0 g, 0.0275 mol) in isoamyl nitrite (43 g, 50 mL, 0.042 mol) was added concentrated hydrochloric acid (2.5 mL, 0.03 mol) with stirring. The reaction mixture was maintained below 5° C. during the addition and stirred at 5° C. for an additional 2 hrs. The solid formed was stirred with cold ether-ethanol (3:1, 150 mL), filtered, and dried under vacuum. Yield: 5.8 g (67%). mp: 116°-117° C... The reactants are OC1=C(CCl)C=C(C=C1)[N+](=O)[O-] (2-hydroxy-5-nitrobenzyl chloride), CS(=O)C (DMSO), O (water), COC1=CC=C(C=C1)S(=O)(=O)OC1=NNC2=CC=C(C=C12)OC (5-methoxy-1H-indazol-3-yl 4-methoxybenzenesulphonate), CS(=O)C (DMSO), [H-].[Na+] (sodium hydride). Conditions: time 2 hour. Yields the product OC1=C(CN2N(C3=CC=C(C=C3C2=O)OC)S(=O)(=O)C2=CC=C(C=C2)OC)C=C(C=C1)[N+](=O)[O-] (2-(2-Hydroxy-5-nitrobenzyl)-5-methoxy-1-(4-methoxybenzenesulphonyl)-1,2-dihydroindazol-3-one). RXN SMILES: COC1C=CC(S([O:12][C:13]2[C:21]3[C:16](=[CH:17][CH:18]=[C:19]([O:22][CH3:23])[CH:20]=3)[NH:15][N:14]=2)(=O)=O)=CC=1.[H-].[Na+].[OH:26][C:27]1[CH:34]=[CH:33][C:32]([N+:35]([O-:37])=[O:36])=[CH:31][C:28]=1[CH2:29]Cl.[OH2:38].C[S:40]([CH3:42])=[O:41]>>[OH:26][C:27]1[CH:34]=[CH:33][C:32]([N+:35]([O-:37])=[O:36])=[CH:31][C:28]=1[CH2:29][N:14]1[C:13](=[O:12])[C:21]2[C:16](=[CH:17][CH:18]=[C:19]([O:22][CH3:23])[CH:20]=2)[N:15]1[S:40]([C:42]1[CH:21]=[CH:20][C:19]([O:22][CH3:23])=[CH:18][CH:17]=1)(=[O:38])=[O:41] |f:1.2|. Procedure details: 5.01 g (15 mmol) of 5-methoxy-1H-indazol-3-yl 4-methoxybenzenesulphonate are dissolved in 70 ml of DMSO and treated in portions with 1.5 g (37.5 mmol) of sodium hydride (60 percent). After stirring for 2 hours, a solution of 2.81 g (15 mmol) of 2-hydroxy-5-nitrobenzyl chloride in 25 ml of DMSO is added dropwise and the mixture is stirred at 90-100° C. for 3 hours. After cooling, 400 ml of water are added, and the mixture is stirred for 3 hours and extracted three times with 400 ml of ethyl aceta...